This data is from the Open Reaction Database (ORD), a public repository of structured organic reaction records. The task is: describe an organic reaction: reactants, conditions, products, and yield Product: COC=1C=C(C=C(C1)OC)NC1=NN2C(C(=NC=C2)N2CCN(CC2)C(C)=O)=N1 (1-{4-[2-(3,5-dimethoxy-phenylamino)-[1,2,4]triazolo[1,5-a]pyrazin-8-yl]-piperazin-1-yl}-ethanone). Starting materials: COC=1C=C(C=C(C1)OC)NC1=NN2C(C(=NC=C2)N2CCNCC2)=N1 (N-(3,5-dimethoxyphenyl)-8-piperazin-1-yl-[1,2,4]triazolo[1,5-a]pyrazin-2-amine), C(C)(=O)[O-] (acetate). Reported procedure: N-(3,5-dimethoxyphenyl)-8-piperazin-1-yl-[1,2,4]triazolo[1,5-a]pyrazin-2-amine (synthesized as described earlier) is converted into the acetate using standard conditions. As a reaction SMILES: [CH3:1][O:2][C:3]1[CH:4]=[C:5]([NH:11][C:12]2[N:26]=[C:15]3[C:16]([N:20]4[CH2:25][CH2:24][NH:23][CH2:22][CH2:21]4)=[N:17][CH:18]=[CH:19][N:14]3[N:13]=2)[CH:6]=[C:7]([O:9][CH3:10])[CH:8]=1.[C:27]([O-])(=[O:29])[CH3:28]>>[CH3:1][O:2][C:3]1[CH:4]=[C:5]([NH:11][C:12]2[N:26]=[C:15]3[C:16]([N:20]4[CH2:25][CH2:24][N:23]([C:27](=[O:29])[CH3:28])[CH2:22][CH2:21]4)=[N:17][CH:18]=[CH:19][N:14]3[N:13]=2)[CH:6]=[C:7]([O:9][CH3:10])[CH:8]=1. The reactants are CC(C)(C)OC(=O)CBr, CCC(=O)c1ccnc(OC)c1COCc1ccccc1, [Cl-], Cl, [NH4+], C1CCOC1, [Zn]. The product is CCC(O)(CC(=O)OC(C)(C)C)c1ccnc(OC)c1COCc1ccccc1. RXN SMILES: [Br:1][CH2:2][C:3](=[O:4])[O:5][C:6]([CH3:7])([CH3:8])[CH3:9].[CH2:11]([c:12]1[cH:13][cH:14][cH:15][cH:16][cH:17]1)[O:18][CH2:19][c:20]1[c:21]([O:30][CH3:31])[n:22][cH:23][cH:24][c:25]1[C:26]([CH2:27][CH3:28])=[O:29].[Cl-:32].[ClH:10].[NH4+:33].[O:34]1[CH2:35][CH2:36][CH2:37][CH2:38]1.[Zn:39]>>[CH2:2]([C:3](=[O:4])[O:5][C:6]([CH3:7])([CH3:8])[CH3:9])[C:26]([c:25]1[c:20]([CH2:19][O:18][CH2:11][c:12]2[cH:13][cH:14][cH:15][cH:16][cH:17]2)[c:21]([O:30][CH3:31])[n:22][cH:23][cH:24]1)([CH2:27][CH3:28])[OH:29]. Reaction conditions: temperature 0 celsius, time 10 minute. Reactants: CC(C)OC(=O)/N=N/C(=O)OC(C)C (DIAD), C1(=CC=CC=C1)P(C1=CC=CC=C1)C1=CC=CC=C1 (triphenylphosphine), C1(=CC=CC=C1)[C@@H](CC)O ((R)-(+)-1-phenyl-1-propanol), COC([C@H](CC1=CC2=C(O[C@@H](CO2)C2=CC=C(C=C2)OCC2=CC(=C(C=C2)Cl)Cl)C=C1)NS(=O)(=O)C1=CC=C(C=C1)[N+](=O)[O-])=O ((S)-3-{(R)-2-[4-(3,4-Dichloro-benzyloxy)-phenyl]-2,3-dihydro-benzo[1,4]dioxin-6-yl}-2-(4-nitro-benzenesulfonylamino)-propionic acid methyl ester). Yields the product COC([C@H](CC1=CC2=C(O[C@@H](CO2)C2=CC=C(C=C2)OCC2=CC(=C(C=C2)Cl)Cl)C=C1)N[C@@H](CC)C1=CC=CC=C1)=O ((S)-3-{(R)-2-[4-(3,4-Dichloro-benzyloxy)-phenyl]-2,3-dihydro-benzo[1,4]dioxin-6-yl}-2-((S)-1-phenyl-propylamino)-propionic acid methyl ester). RXN SMILES: [CH3:1][O:2][C:3](=[O:45])[C@@H:4]([NH:32]S(C1C=CC([N+]([O-])=O)=CC=1)(=O)=O)[CH2:5][C:6]1[CH:31]=[CH:30][C:9]2[O:10][C@H:11]([C:14]3[CH:19]=[CH:18][C:17]([O:20][CH2:21][C:22]4[CH:27]=[CH:26][C:25]([Cl:28])=[C:24]([Cl:29])[CH:23]=4)=[CH:16][CH:15]=3)[CH2:12][O:13][C:8]=2[CH:7]=1.C1(P(C2C=CC=CC=2)C2C=CC=CC=2)C=CC=CC=1.[C:65]1([C@H:71](O)[CH2:72][CH3:73])[CH:70]=[CH:69][CH:68]=[CH:67][CH:66]=1.CC(OC(/N=N/C(OC(C)C)=O)=O)C>C1COCC1>[CH3:1][O:2][C:3](=[O:45])[C@@H:4]([NH:32][C@H:71]([C:65]1[CH:70]=[CH:69][CH:68]=[CH:67][CH:66]=1)[CH2:72][CH3:73])[CH2:5][C:6]1[CH:31]=[CH:30][C:9]2[O:10][C@H:11]([C:14]3[CH:15]=[CH:16][C:17]([O:20][CH2:21][C:22]4[CH:27]=[CH:26][C:25]([Cl:28])=[C:24]([Cl:29])[CH:23]=4)=[CH:18][CH:19]=3)[CH2:12][O:13][C:8]=2[CH:7]=1. Run in C1CCOC1 (THF). Reported procedure: (S)-3-{(R)-2-[4-(3,4-Dichloro-benzyloxy)-phenyl]-2,3-dihydro-benzo[1,4]dioxin-6-yl}-2-(4-nitro-benzenesulfonylamino)-propionic acid methyl ester (1.7 g) was dissolved in 10 mL dry THF and 1320 mg triphenylphosphine and 691 μL (R)-(+)-1-phenyl-1-propanol were added. The mixture was stirred at 0° C. for 10 minutes, then 992 μL DIAD was added dropwise. The reaction was stirred at room temperature for 3 hours and was evaporated. The residue was purified by silica gel flash chromatography (hexanes to... Reactants: CCOCC, CO, Cl, CCOC(=O)C1=Cc2cc(C(F)(F)F)ccc2NC1C(F)(F)F, [Li+], C1CCOC1, [OH-], O. Yields the product O=C(O)C1=Cc2cc(C(F)(F)F)ccc2NC1C(F)(F)F. RXN SMILES: [CH3:27][CH2:28][O:29][CH2:30][CH3:31].[CH3:38][OH:39].[ClH:26].[F:1][C:2]([c:3]1[cH:4][c:5]2[c:10]([cH:11][cH:12]1)[NH:9][CH:8]([C:13]([F:14])([F:15])[F:16])[C:7]([C:17](=[O:18])[O:19][CH2:20][CH3:21])=[CH:6]2)([F:22])[F:23].[Li+:24].[O:33]1[CH2:34][CH2:35][CH2:36][CH2:37]1.[OH-:25].[OH2:32]>>[F:1][C:2]([c:3]1[cH:4][c:5]2[c:10]([cH:11][cH:12]1)[NH:9][CH:8]([C:13]([F:14])([F:15])[F:16])[C:7]([C:17](=[O:18])[OH:19])=[CH:6]2)([F:22])[F:23]. Reactants: FC1=CC2=CC=CC=C2C=C1 (2-fluoronaphthalene), COC(Cl)Cl (1,1-dichloromethyl methyl ether). Reagents/catalysts: [Ti](Cl)(Cl)(Cl)Cl (titanium tetrachloride). Run in C(Cl)Cl (methylene chloride). Product: FC1=CC=C2C=CC=C(C2=C1)C=O (7-fluoro-1-naphthaldehyde). The yield is 21108.4%. RXN SMILES: [F:1][C:2]1[CH:11]=[CH:10][C:9]2[C:4](=[CH:5][CH:6]=[CH:7][CH:8]=2)[CH:3]=1.[CH3:12][O:13]C(Cl)Cl>[Ti](Cl)(Cl)(Cl)Cl.C(Cl)Cl>[F:1][C:2]1[CH:3]=[C:4]2[C:9]([CH:8]=[CH:7][CH:6]=[C:5]2[CH:12]=[O:13])=[CH:10][CH:11]=1. Reported procedure: By the method of Preparation 1, 2-fluoronaphthalene (10 g., 0.068 mmole) in 200 ml. of methylene chloride was reacted with titanium tetrachloride (25.5 g., 14.7 ml. 0.136 mole) and 1,1-dichloromethyl methyl ether (10.1 g., 0.088 mole). The resulting crude product (11 g.) was first recrystallized from hexane to yield 7-fluoro-1-naphthaldehyde [2.5 g., m.p. 95°-96° C., Rf 0.25 (1:1 chloroform:hexane)]. The mother liquor was evaporated to dryness and the residue chromatographed on 400 g. of silica ... Starting materials: CC(=O)O, N#CC1CCC(C2CCC(CCC3OCCO3)CC2)CC1, C1COCCO1, O. Yields the product N#CC1CCC(C2CCC(CCC=O)CC2)CC1. Reaction SMILES: [CH3:22][C:23](=[O:24])[OH:25].[O:1]1[CH:2]([CH2:6][CH2:7][CH:8]2[CH2:9][CH2:10][CH:11]([CH:14]3[CH2:15][CH2:16][CH:17]([C:20]#[N:21])[CH2:18][CH2:19]3)[CH2:12][CH2:13]2)[O:5][CH2:4][CH2:3]1.[O:26]1[CH2:27][CH2:28][O:29][CH2:30][CH2:31]1.[OH2:32]>>[O:1]=[CH:2][CH2:6][CH2:7][CH:8]1[CH2:9][CH2:10][CH:11]([CH:14]2[CH2:15][CH2:16][CH:17]([C:20]#[N:21])[CH2:18][CH2:19]2)[CH2:12][CH2:13]1. Starting materials: O=C(Cc1cnc(NC(c2ccccc2)(c2ccccc2)c2ccccc2)s1)Nc1ccc(F)c(Cl)c1, O=C(O)C(F)(F)F, O. Yields the product Nc1ncc(CC(=O)Nc2ccc(F)c(Cl)c2)s1. RXN SMILES: [F:1][c:2]1[c:3]([Cl:37])[cH:4][c:5]([NH:8][C:9]([CH2:10][c:11]2[cH:12][n:13][c:14]([NH:16][C:17]([c:18]3[cH:19][cH:20][cH:21][cH:22][cH:23]3)([c:24]3[cH:25][cH:26][cH:27][cH:28][cH:29]3)[c:30]3[cH:31][cH:32][cH:33][cH:34][cH:35]3)[s:15]2)=[O:36])[cH:6][cH:7]1.[F:38][C:39]([F:40])([F:41])[C:42]([OH:43])=[O:44].[OH2:45]>>[F:1][c:2]1[c:3]([Cl:37])[cH:4][c:5]([NH:8][C:9]([CH2:10][c:11]2[cH:12][n:13][c:14]([NH2:16])[s:15]2)=[O:36])[cH:6][cH:7]1.